This data is from the Open Reaction Database (ORD), a public repository of structured organic reaction records. The task is: describe an organic reaction: reactants, conditions, products, and yield The reactants are O=C([O-])CC(=O)[O-], CCOC(=O)CC(=O)[O-], O=C([O-])O, [Li]CCCC, C1CCOC1, O=C(Cl)C1CC1(F)F, [Na+]. Yields the product CCOC(=O)CC(=O)C1CC1(F)F. Reaction SMILES: [C:15]([O-:16])(=[O:17])[CH2:18][C:19]([O-:20])=[O:21].[C:1]([CH2:2][C:3](=[O:4])[O-:5])(=[O:6])[O:7][CH2:8][CH3:9].[C:30](=[O:31])([O-:32])[OH:33].[CH2:10]([Li:11])[CH2:12][CH2:13][CH3:14].[CH2:35]1[O:36][CH2:37][CH2:38][CH2:39]1.[F:22][C:23]1([F:29])[CH:24]([C:26]([Cl:27])=[O:28])[CH2:25]1.[Na+:34]>>[C:1]([CH2:2][C:3](=[O:5])[CH:24]1[C:23]([F:22])([F:29])[CH2:25]1)(=[O:6])[O:7][CH2:8][CH3:9]. Starting materials: Cl.Cl.C(N)(=N)C1=CC2=C(SC(=C2)CC(C(=O)O)C2=CC=C(C=C2)O[C@@H]2CNCC2)C=C1 (3-(5-amidinobenzo[b]thien-2-yl)-2-[4-[((3S)-3-pyrrolidinyl)oxy]phenyl]propionic acid dihydrochloride), [OH-].[Na+] (sodium hydroxide), Cl.CN=C(C)OCC (ethyl (N-methyl)acetimidate hydrochloride). Solvent: O (water), C(C)#N (acetonitrile). Yields the product Cl.Cl.C(N)(=N)C1=CC2=C(SC(=C2)CC(C(=O)O)C2=CC=C(C=C2)O[C@@H]2CN(CC2)C(C)=NC)C=C1 (3-(5-amidinobenzo[b]thien-2-yl)-2-[4-[[(3S)-1-(N-methyl-acetimidoyl)-3-pyrrolidinyl]oxy]phenyl]propionic acid dihydrochloride). Isolated yield 33.2%. As a reaction SMILES: [ClH:1].Cl.[C:3]([C:6]1[CH:31]=[CH:30][C:9]2[S:10][C:11]([CH2:13][CH:14]([C:18]3[CH:23]=[CH:22][C:21]([O:24][C@H:25]4[CH2:29][CH2:28][NH:27][CH2:26]4)=[CH:20][CH:19]=3)[C:15]([OH:17])=[O:16])=[CH:12][C:8]=2[CH:7]=1)(=[NH:5])[NH2:4].Cl.[CH3:33][N:34]=[C:35](OCC)[CH3:36].[OH-].[Na+]>O.C(#N)C>[ClH:1].[ClH:1].[C:3]([C:6]1[CH:31]=[CH:30][C:9]2[S:10][C:11]([CH2:13][CH:14]([C:18]3[CH:19]=[CH:20][C:21]([O:24][C@H:25]4[CH2:29][CH2:28][N:27]([C:35](=[N:34][CH3:33])[CH3:36])[CH2:26]4)=[CH:22][CH:23]=3)[C:15]([OH:17])=[O:16])=[CH:12][C:8]=2[CH:7]=1)(=[NH:4])[NH2:5] |f:0.1.2,3.4,5.6,9.10.11|. Reported procedure: 2.0 g of 3-(5-amidinobenzo[b]thien-2-yl)-2-[4-[((3S)-3-pyrrolidinyl)oxy]phenyl]propionic acid dihydrochloride was dissolved in a solvent mixture of 10 ml of water and 10 ml of acetonitrile. With stirring, to the thus prepared solution was gradually added 20 g of ethyl (N-methyl)acetimidate hydrochloride which has been prepared in accordance with the procedure disclosed in The Journal of Organic Chemistry (vol.33, pp.1679-1681, 1968), while maintaining the pH level of the solution at 8.5 with 2N ... Reactants: IC1=NN(C=C1)C (3-iodo-1-methyl-1H-pyrazole), [Si](C)(C)(C(C)(C)C)O[C@H]1CC(NC1)=O ((4S)-4-((tert-butyl(dimethyl)silyl)oxy)pyrrolidin-2-one), CNCCNC (N1,N2-dimethylethane-1,2-diamine), P(=O)([O-])([O-])[O-].[K+].[K+].[K+] (tripotassium phosphate). Reagents/catalysts: [Cu]I (copper(I) iodide). The solvent is COC1CCCC1 (cyclopentyl methyl ether), C(C)(=O)OCC (ethyl acetate). The product is [Si](C)(C)(C(C)(C)C)O[C@H]1CC(N(C1)C1=NN(C=C1)C)=O ((4S)-4-((tert-butyl(dimethyl)silyl)oxy)-1-(1-methyl-1H-pyrazol-3-yl)pyrrolidin-2-one). Isolated yield 87.0%. As a reaction SMILES: I[C:2]1[CH:6]=[CH:5][N:4]([CH3:7])[N:3]=1.[Si:8]([O:15][C@@H:16]1[CH2:20][NH:19][C:18](=[O:21])[CH2:17]1)([C:11]([CH3:14])([CH3:13])[CH3:12])([CH3:10])[CH3:9].CNCCNC.P([O-])([O-])([O-])=O.[K+].[K+].[K+]>COC1CCCC1.C(OCC)(=O)C.[Cu]I>[Si:8]([O:15][C@@H:16]1[CH2:20][N:19]([C:2]2[CH:6]=[CH:5][N:4]([CH3:7])[N:3]=2)[C:18](=[O:21])[CH2:17]1)([C:11]([CH3:14])([CH3:13])[CH3:12])([CH3:10])[CH3:9] |f:3.4.5.6|. Procedure: A solution of 3-iodo-1-methyl-1H-pyrazole (1.7 g), (4S)-4-((tert-butyl(dimethyl)silyl)oxy)pyrrolidin-2-one (1.8 g), copper(I) iodide (315 mg), N1,N2-dimethylethane-1,2-diamine (0.36 mL) and tripotassium phosphate (3.5 g) in cyclopentyl methyl ether (34 mL) was stirred overnight at 120° C. The reaction mixture was diluted with ethyl acetate, washed with saturated aqueous ammonium chloride solution, water and saturated brine, and dried over anhydrous magnesium sulfate, and the solvent was evaporat...